Dataset: the Open Reaction Database (ORD), a public repository of structured organic reaction records. Task: describe an organic reaction: reactants, conditions, products, and yield The reactants are NaIO4, C(C)OC(=O)C1(CCC(CC1)O[Si](C1=CC=CC=C1)(C1=CC=CC=C1)C(C)(C)C)CC=C (1-Allyl-4-(tert-butyl-diphenyl-silanyloxy)-cyclohexanecarboxylic acid ethyl ester), ice water, C(C)(=O)OCC (ethyl acetate). The reagents and catalysts are O=[Os](=O)(=O)=O (OsO4). Solvent: O (water), CC(C)O (2-propanol), O (water). Run at time 16 hour. The product is COC(=O)C1(CCC(CC1)O[Si](C1=CC=CC=C1)(C1=CC=CC=C1)C(C)(C)C)CC=O (4-(tert-Butyl-diphenyl-silanyloxy)-1-(2-oxo-ethyl)-cyclohexanecarboxylic acid methyl ester). Isolated yield 87.0%. RXN SMILES: [CH2:1]([O:3][C:4]([C:6]1([CH2:30][CH:31]=C)[CH2:11][CH2:10][CH:9]([O:12][Si:13]([C:26]([CH3:29])([CH3:28])[CH3:27])([C:20]2[CH:25]=[CH:24][CH:23]=[CH:22][CH:21]=2)[C:14]2[CH:19]=[CH:18][CH:17]=[CH:16][CH:15]=2)[CH2:8][CH2:7]1)=[O:5])C.C(OCC)(=[O:35])C>CC(O)C.O.O=[Os](=O)(=O)=O>[CH3:1][O:3][C:4]([C:6]1([CH2:30][CH:31]=[O:35])[CH2:7][CH2:8][CH:9]([O:12][Si:13]([C:26]([CH3:27])([CH3:28])[CH3:29])([C:14]2[CH:15]=[CH:16][CH:17]=[CH:18][CH:19]=2)[C:20]2[CH:21]=[CH:22][CH:23]=[CH:24][CH:25]=2)[CH2:10][CH2:11]1)=[O:5]. Reported procedure: 1-Allyl-4-(tert-butyl-diphenyl-silanyloxy)-cyclohexanecarboxylic acid ethyl ester (5 g, 11.1 mmol) was dissolved in 2-propanol (100 mL) and water (50 mL). To this was added an aqueous solution of NaIO4 (5.94 g, 27.8 mmol) in water (50 mL), followed by addition of OsO4 (0.025 g, crystals, in one portion). The reaction mixture was allowed to stir for 16 hours at rt. The reaction mixture was poured into ice water (50 mL) and ethyl acetate (EtOAc) (60 mL). The layers were separated and the aqueous l... The reactants are O=C([O-])O, CC[SiH](CC)CC, C1COCCO1, Cl, Cc1cc(C)c(S(=O)(=O)N(Cc2cccc(OC3CCCCO3)c2)c2ccc(I)cc2)c(C)c1, [Na+], C1CCOC1. The product is Cc1cc(C)c(S(=O)(=O)N(Cc2cccc(O)c2)c2ccc(I)cc2)c(C)c1. As a reaction SMILES: [C:43](=[O:44])([OH:45])[O-:46].[CH2:36]([SiH:37]([CH2:38][CH3:39])[CH2:40][CH3:41])[CH3:42].[CH2:53]1[O:54][CH2:55][CH2:56][O:57][CH2:58]1.[ClH:35].[I:1][c:2]1[cH:3][cH:4][c:5]([N:8]([S:9](=[O:10])(=[O:11])[c:12]2[c:13]([CH3:20])[cH:14][c:15]([CH3:19])[cH:16][c:17]2[CH3:18])[CH2:21][c:22]2[cH:23][c:24]([O:28][CH:29]3[CH2:30][CH2:31][CH2:32][CH2:33][O:34]3)[cH:25][cH:26][cH:27]2)[cH:6][cH:7]1.[Na+:47].[O:48]1[CH2:49][CH2:50][CH2:51][CH2:52]1>>[I:1][c:2]1[cH:3][cH:4][c:5]([N:8]([S:9](=[O:10])(=[O:11])[c:12]2[c:13]([CH3:20])[cH:14][c:15]([CH3:19])[cH:16][c:17]2[CH3:18])[CH2:21][c:22]2[cH:23][c:24]([OH:28])[cH:25][cH:26][cH:27]2)[cH:6][cH:7]1. Starting materials: O (water), NC1=NC(=C2NC=NC2=N1)Cl (2-amino-6-chloropurine), C([O-])([O-])=O.[K+].[K+] (potassium carbonate), C(C1=CC=CC=C1)(=O)OCCOCCOCCl (2-(2-benzoyloxyethoxy)ethoxymethyl chloride). The solvent is CN(C=O)C (dimethylformamide). The product is NC1=NC(=C2N=CN(C2=N1)COCCOCCOC(C1=CC=CC=C1)=O)Cl (2-amino-6-chloro-9-[2-(2-benzoyloxyethoxy)ethoxymethyl]purine). The yield is 21.6%. As a reaction SMILES: [NH2:1][C:2]1[N:10]=[C:9]2[C:5]([NH:6][CH:7]=[N:8]2)=[C:4]([Cl:11])[N:3]=1.C(=O)([O-])[O-].[K+].[K+].[C:18]([O:26][CH2:27][CH2:28][O:29][CH2:30][CH2:31][O:32][CH2:33]Cl)(=[O:25])[C:19]1[CH:24]=[CH:23][CH:22]=[CH:21][CH:20]=1.O>CN(C)C=O>[NH2:1][C:2]1[N:10]=[C:9]2[C:5]([N:6]=[CH:7][N:8]2[CH2:33][O:32][CH2:31][CH2:30][O:29][CH2:28][CH2:27][O:26][C:18](=[O:25])[C:19]2[CH:24]=[CH:23][CH:22]=[CH:21][CH:20]=2)=[C:4]([Cl:11])[N:3]=1 |f:1.2.3|. Procedure details: A mixture of 2-amino-6-chloropurine (3.0 g) and anhydrous potassium carbonate (2.44 g) in dry dimethylformamide (50 ml) was stirred at room temperature for several hours. To this mixture was added 5 g of 2-(2-benzoyloxyethoxy)ethoxymethyl chloride. The reaction mixture was stirred at room temperature for 4 days and then poured into ice and water. The resulting mixture was extracted with chloroform (3X) and the chloroform extract washed with 10% aqueous acetic acid, with water and then dried over... Reactants: O=[N+]([O-])c1ccc2c(c1)OC(C(Cl)C(F)(F)F)(C(F)(F)F)O2, O=[N+]([O-])O, O=S(=O)(O)O. Yields the product O=[N+]([O-])c1cc2c(cc1[N+](=O)[O-])OC(C(Cl)C(F)(F)F)(C(F)(F)F)O2. RXN SMILES: [N+:1](=[O:2])([O-:3])[c:4]1[cH:5][c:6]2[c:7]([cH:21][cH:22]1)[O:8][C:9]([C:11]([F:12])([F:13])[F:14])([CH:15]([C:16]([F:17])([F:18])[F:19])[Cl:20])[O:10]2.[OH:23][N+:24]([O-:25])=[O:26].[S:27](=[O:28])(=[O:29])([OH:30])[OH:31]>>[N+:1](=[O:2])([O-:3])[c:4]1[cH:5][c:6]2[c:7]([cH:21][c:22]1[N+:24](=[O:23])[O-:25])[O:8][C:9]([C:11]([F:12])([F:13])[F:14])([CH:15]([C:16]([F:17])([F:18])[F:19])[Cl:20])[O:10]2. The reactants are CC(=O)C (acetone), CCCCCC (hexane), OCC1=CC=C2C=CC(OC2=C1)=O (7-hydroxymethylcoumarin), 2-deoxy-3,5-di-O-p-toluoyl-α-D-ribofuranosyl chloride, Cl (HCl). Run in CC(=O)C.CCCCCC (acetone hexane). Reaction conditions: temperature 110 celsius. Product: OCC=1C(OC2=CC=CC=C2C1)=O (Hydroxymethylcoumarin). RXN SMILES: OC[C:3]1[CH:12]=[C:11]2[C:6]([CH:7]=[CH:8][C:9](=[O:13])[O:10]2)=[CH:5][CH:4]=1.Cl.C[C:16](C)=[O:17].CCCCCC>CC(C)=O.CCCCCC>[OH:17][CH2:16][C:8]1[C:9](=[O:13])[O:10][C:11]2[C:6]([CH:7]=1)=[CH:5][CH:4]=[CH:3][CH:12]=2 |f:4.5|. Procedure details: In a 25-mm-diameter test tube with a side tubulation for applying vacuum was placed 7-hydroxymethylcoumarin (300 mg, 1.70 mmol) and 2-deoxy-3,5-di-O-p-toluoyl-α-D-ribofuranosyl chloride (600 mg, 1.54 mmol). The test tube was tightly stoppered, and about 1 mm vacuum was applied to the tube through the tubulation. The evacuated tube was then heated in an oil bath at 110° C. for 5 min. During the first 2 min of heating there was vigorous evolution of HCl gas. The reaction mixture was then cooled to... The reactants are Cl.N1C=NC(=C1)CN1C[C@H](N(CC2=C1C=CC(=C2)C#N)S(=O)(=O)C)CC2=CC=CC=C2 ((R)-2,3,4,5-Tetrahydro-1-(1H-imidazol-4-ylmethyl)-4-(methylsulfonyl)-3-(phenylmethyl)-1H-1,4-benzodiazepine-7-carbonitrile, monohydrochloride), 4-nitrophenylchloroformate, Cl (hydrochloric acid). Run in C1CCOC1 (THF). Reaction conditions: time 8 hour. Yields the product C(#N)C=1C=CC2=C(CN([C@@H](CN2CC=2N=CN(C2)C(=O)OC(C)(C)C)CC2=CC=CC=C2)S(=O)(=O)C)C1 ((R)-7-cyano-2,3,4,5-tetrahydro-1-[(((1,1-dimethylethoxy)carbonyl)-1H-imidazol-4-yl)methyl]-4-(methylsuIfonyl)-3-(phenylmethyl)-1H-1,4-benzodiazepine). The yield is 116.0%. RXN SMILES: Cl.[NH:2]1[CH:6]=[C:5]([CH2:7][N:8]2[C:14]3[CH:15]=[CH:16][C:17]([C:19]#[N:20])=[CH:18][C:13]=3[CH2:12][N:11]([S:21]([CH3:24])(=[O:23])=[O:22])[C@H:10]([CH2:25][C:26]3[CH:31]=[CH:30][CH:29]=[CH:28][CH:27]=3)[CH2:9]2)[N:4]=[CH:3]1.C1C([N+]([O-])=O)=CC=C([Cl-][C:42]([O-:44])=[O:43])C=1.Cl>C1COCC1>[C:19]([C:17]1[CH:16]=[CH:15][C:14]2[N:8]([CH2:7][C:5]3[N:4]=[CH:3][N:2]([C:42]([O:44][C:13]([CH3:18])([CH3:14])[CH3:12])=[O:43])[CH:6]=3)[CH2:9][C@@H:10]([CH2:25][C:26]3[CH:27]=[CH:28][CH:29]=[CH:30][CH:31]=3)[N:11]([S:21]([CH3:24])(=[O:22])=[O:23])[CH2:12][C:13]=2[CH:18]=1)#[N:20] |f:0.1|. Reported procedure: To a solution of Compound C of Example 248 (200 mg, 0.76 mmol) in THF (20 mL) under argon was added 4-nitrophenylchloroformate (0.88 mL, 0.76 mmol). The solution was stirred for 8 hours, poured into aqueous hydrochloric acid (150 mL, 1N), extracted with ethyl acetate (2×150 mL), dried (MgSO4), and concentrated to an oil which was purified using flash chromatography (50 g silica, 2:1 hexane:ethyl acetate) to provide Compound A (230 mg, 70%) as a clear oil.